Dataset: the Open Reaction Database (ORD), a public repository of structured organic reaction records. Task: describe an organic reaction: reactants, conditions, products, and yield Reactants: C1CCOC1, CCc1cccc(NC#N)c1, CI, CO, [H-], [Na+], O. Yields the product CCc1cccc(N(C)C#N)c1. Reaction SMILES: [CH2:18]1[O:19][CH2:20][CH2:21][CH2:22]1.[CH2:1]([CH3:2])[c:3]1[cH:4][c:5]([NH:9][C:10]#[N:11])[cH:6][cH:7][cH:8]1.[CH3:14][I:15].[CH3:16][OH:17].[H-:12].[Na+:13].[OH2:23]>>[CH2:1]([CH3:2])[c:3]1[cH:4][c:5]([N:9]([C:10]#[N:11])[CH3:14])[cH:6][cH:7][cH:8]1. Starting materials: ClCCl, OC1CCCC1c1cc(F)c(F)c(F)c1. The product is O=C1CCCC1c1cc(F)c(F)c(F)c1. As a reaction SMILES: [Cl:16][CH2:17][Cl:18].[F:1][c:2]1[cH:3][c:4]([CH:10]2[CH:11]([OH:15])[CH2:12][CH2:13][CH2:14]2)[cH:5][c:6]([F:9])[c:7]1[F:8]>>[F:1][c:2]1[cH:3][c:4]([CH:10]2[C:11](=[O:15])[CH2:12][CH2:13][CH2:14]2)[cH:5][c:6]([F:9])[c:7]1[F:8].